From a dataset of the Open Reaction Database (ORD), a public repository of structured organic reaction records. describe an organic reaction: reactants, conditions, products, and yield The reactants are C=1(C(=CC=CC1)S(=O)(=O)Cl)C (toluenesulfonyl chloride), Cl (hydrochloric acid), C=1(C(=CC=CC1)S(=O)(=O)OCCC1=CC=C(C=C1)Cl)C (2-(4-chlorophenyl)ethyl toluenesulfonate), ClC1=CC=C(C=C1)CCO (2-(4-chlorophenyl)ethanol), C(C)I (ethyl iodide), [Mg] (magnesium), ClC[Si](C)(C)C (chloromethyltrimethylsilane), above mixture. Solvent: O1CCCC1 (tetrahydrofuran), C(C)OCC (diethyl ether). Reaction conditions: temperature 60 celsius. Product: C[Si](C(CC)C1=CC=C(C=C1)Cl)(C)C (1-(1-trimethylsilylpropyl)-4-chlorobenzene). Yield: 75.4%. RXN SMILES: Cl[CH2:2][Si:3]([CH3:6])([CH3:5])[CH3:4].[Mg].[CH2:8](I)[CH3:9].C1(C)C(S(OCC[C:23]2[CH:28]=[CH:27][C:26]([Cl:29])=[CH:25][CH:24]=2)(=O)=O)=CC=CC=1.ClC1C=CC(CCO)=CC=1.C1(C)C(S(Cl)(=O)=O)=CC=CC=1.Cl>C(OCC)C.O1CCCC1>[CH3:4][Si:3]([CH3:6])([CH3:5])[CH:2]([C:23]1[CH:28]=[CH:27][C:26]([Cl:29])=[CH:25][CH:24]=1)[CH2:8][CH3:9]. Reported procedure: 12.3 g (0.1 mol) of commercially available chloromethyltrimethylsilane were dissolved in 100 ml of diethyl ether, and this solution was added dropwise over the course of one hour with stirring at 20° C. and under a protective gas to a mixture of 3 g of magnesium turnings, an initiating amount of 2 ml of the above mixture and a trace of ethyl iodide after the reaction had commenced. When the addition was complete, the mixture was refluxed for a further 30 minutes, then cooled and decanted from th... The reactants are CCN(C(=O)Nc1ccc(Cl)cc1)C1CCN(C(=O)OC(C)(C)C)C1, ClCCl, O=C(O)C(F)(F)F. Yields the product CCN(C(=O)Nc1ccc(Cl)cc1)C1CCNC1. As a reaction SMILES: [C:1]([O:2][C:3](=[O:4])[N:8]1[CH2:9][CH:10]([N:13]([C:14](=[O:15])[NH:16][c:17]2[cH:18][cH:19][c:20]([Cl:23])[cH:21][cH:22]2)[CH2:24][CH3:25])[CH2:11][CH2:12]1)([CH3:5])([CH3:6])[CH3:7].[Cl:33][CH2:34][Cl:35].[OH:26][C:27]([C:28]([F:29])([F:30])[F:31])=[O:32]>>[NH:8]1[CH2:9][CH:10]([N:13]([C:14](=[O:15])[NH:16][c:17]2[cH:18][cH:19][c:20]([Cl:23])[cH:21][cH:22]2)[CH2:24][CH3:25])[CH2:11][CH2:12]1. The reactants are C(C)N(C1=CC=C2C=C(C(OC2=C1)=O)C=O)CC (7-diethylamino-2-oxo-2H-chromene-3-carbaldehyde), C(=O)(O)CCCCC[N+]1=C(C=CC(=C1)S(=O)(=O)[O-])C.C[N+](C)(C)CC(=O)O (1-(5-carboxy-pentyl)-2-methyl-5-sulfonato-pyridinium betaine). Run in CO.O (methanol water). Yields the product C(=O)(O)CCCCC[N+]1=C(C=CC(=C1)S(=O)(=O)[O-])\C=C\C=1C(OC2=CC(=CC=C2C1)N(CC)CC)=O.C[N+](C)(C)CC(=O)O (1-(5-carboxy-pentyl)-2-[(E)-2-(7-diethylamino-2-oxo-2H-chromen-3-yl)-vinyl]-5-sulfonato-pyridinium betaine). Reaction SMILES: [CH2:1]([N:3]([CH2:17][CH3:18])[C:4]1[CH:13]=[C:12]2[C:7]([CH:8]=[C:9]([CH:15]=O)[C:10](=[O:14])[O:11]2)=[CH:6][CH:5]=1)[CH3:2].[C:19]([CH2:22][CH2:23][CH2:24][CH2:25][CH2:26][N+:27]1[CH:32]=[C:31]([S:33]([O-:36])(=[O:35])=[O:34])[CH:30]=[CH:29][C:28]=1[CH3:37])([OH:21])=[O:20].[CH3:38][N+:39]([CH2:42][C:43]([OH:45])=[O:44])([CH3:41])[CH3:40]>CO.O>[C:19]([CH2:22][CH2:23][CH2:24][CH2:25][CH2:26][N+:27]1[CH:32]=[C:31]([S:33]([O-:36])(=[O:35])=[O:34])[CH:30]=[CH:29][C:28]=1/[CH:37]=[CH:15]/[C:9]1[C:10](=[O:14])[O:11][C:12]2[C:7]([CH:8]=1)=[CH:6][CH:5]=[C:4]([N:3]([CH2:17][CH3:18])[CH2:1][CH3:2])[CH:13]=2)([OH:21])=[O:20].[CH3:38][N+:39]([CH2:42][C:43]([OH:45])=[O:44])([CH3:41])[CH3:40] |f:1.2,3.4,5.6|. Procedure: 0.2 mmol 7-diethylamino-2-oxo-2H-chromene-3-carbaldehyde and 0.2 mmol 1-(5-carboxy-pentyl)-2-methyl-5-sulfonato-pyridinium betaine are converted according to the general directions above. Column chromatography: SiO2 (RP18), eluent: methanol/water. The reactants are C1(=CC=CC=C1)P(C1=CC=CC=C1)C1=CC=CC=C1 (triphenylphosphine), BrCC=1CS[C@H]2N(C1C(=O)OCC(Cl)(Cl)Cl)C([C@H]2NC(CC2=CC=CC=C2)=O)=O (2,2,2-trichloroethyl 3-bromomethyl-7β-phenylacetamidoceph-3-em-4-carboxylate). Solvent: C(C)(=O)OCC (ethyl acetate), C(C)(=O)OCC (ethyl acetate). Reaction conditions: time 2 hour. Product: [Br-].C1(=CC=CC=C1)CC(=O)N[C@H]1[C@@H]2N(C(=C(CS2)C[P+](C2=CC=CC=C2)(C2=CC=CC=C2)C2=CC=CC=C2)C(=O)OCC(Cl)(Cl)Cl)C1=O ([7β-Phenylacetamido-4-(2,2,2-trichloroethoxycarbonyl)ceph- 3-em-3-ylmethyl]-triphenylphosphonium Bromide). Yield: 80.7%. As a reaction SMILES: [C:1]1([P:7]([C:14]2[CH:19]=[CH:18][CH:17]=[CH:16][CH:15]=2)[C:8]2[CH:13]=[CH:12][CH:11]=[CH:10][CH:9]=2)[CH:6]=[CH:5][CH:4]=[CH:3][CH:2]=1.[Br:20][CH2:21][C:22]1[CH2:23][S:24][C@@H:25]2[C@H:37]([NH:38][C:39](=[O:47])[CH2:40][C:41]3[CH:46]=[CH:45][CH:44]=[CH:43][CH:42]=3)[C:36](=[O:48])[N:26]2[C:27]=1[C:28]([O:30][CH2:31][C:32]([Cl:35])([Cl:34])[Cl:33])=[O:29]>C(OCC)(=O)C>[Br-:20].[C:41]1([CH2:40][C:39]([NH:38][C@@H:37]2[C:36](=[O:48])[N:26]3[C:27]([C:28]([O:30][CH2:31][C:32]([Cl:33])([Cl:34])[Cl:35])=[O:29])=[C:22]([CH2:21][P+:7]([C:1]4[CH:2]=[CH:3][CH:4]=[CH:5][CH:6]=4)([C:8]4[CH:13]=[CH:12][CH:11]=[CH:10][CH:9]=4)[C:14]4[CH:15]=[CH:16][CH:17]=[CH:18][CH:19]=4)[CH2:23][S:24][C@H:25]23)=[O:47])[CH:46]=[CH:45][CH:44]=[CH:43][CH:42]=1 |f:3.4|. Reported procedure: A solution of triphenylphosphine (4.98 g, 2 equiv.) in ethyl acetate (30 ml) was added over a period of 15 minutes to a stirred solution of 2,2,2-trichloroethyl 3-bromomethyl-7β-phenylacetamidoceph-3-em-4-carboxylate (5.2 g, ca. 9.5 mmole) in ethyl acetate. The mixture was stirred in the absence of light for 2 hours when the precipitated solid was filtered off, washed with ethyl acetate and dried to give the title phosphonium salt (6.17 g, 81%), λmax. (EtOH) 268.5 nm (ε 10,450) and 275.5 nm (ε 1... Reactants: NC1=C(CNC(C(N2C(C3=CC=CC(=C3C2=O)F)=O)OCC)=O)C=CC(=C1)C#N ((RS)-N-(2-amino-4-cyano-benzyl)-2-ethoxy-2-(4-fluoro-1,3-dioxo-1,3-dihydro-isoindol-2-yl)-acetamide), FC1=C(C=O)C=CC=C1 (2-fluoro-benzaldehyde), [BH3-]C#N.[Na+] (NaCNBH3). Reagents/catalysts: [Cl-].[Cl-].[Zn+2] (ZnCl2). Run in CO (MeOH), CO (MeOH). Run at time 6 hour. The product is C(#N)C1=CC(=C(CNC(C(N2C(C3=CC=CC(=C3C2=O)F)=O)OCC)=O)C=C1)NCC1=C(C=CC=C1)F ((RS)-N-[4-cyano-2-(2-fluoro-benzylamino)-benzyl ]-2-ethoxy-2-(4-fluoro-1,3-dioxo-1,3-dihydro-isoindol-2-yl)-acetamide). Isolated yield 76.0%. RXN SMILES: [NH2:1][C:2]1[CH:27]=[C:26]([C:28]#[N:29])[CH:25]=[CH:24][C:3]=1[CH2:4][NH:5][C:6](=[O:23])[CH:7]([O:20][CH2:21][CH3:22])[N:8]1[C:16](=[O:17])[C:15]2[C:10](=[CH:11][CH:12]=[CH:13][C:14]=2[F:18])[C:9]1=[O:19].[F:30][C:31]1[CH:38]=[CH:37][CH:36]=[CH:35][C:32]=1[CH:33]=O.[BH3-]C#N.[Na+]>CO.[Cl-].[Cl-].[Zn+2]>[C:28]([C:26]1[CH:25]=[CH:24][C:3]([CH2:4][NH:5][C:6](=[O:23])[CH:7]([O:20][CH2:21][CH3:22])[N:8]2[C:16](=[O:17])[C:15]3[C:10](=[CH:11][CH:12]=[CH:13][C:14]=3[F:18])[C:9]2=[O:19])=[C:2]([NH:1][CH2:33][C:32]2[CH:35]=[CH:36][CH:37]=[CH:38][C:31]=2[F:30])[CH:27]=1)#[N:29] |f:2.3,5.6.7|. Reported procedure: (RS)-N-(2-amino-4-cyano-benzyl)-2-ethoxy-2-(4-fluoro-1,3-dioxo-1,3-dihydro-isoindol-2-yl)-acetamide (0.060 g) was treated in MeOH (1 ml) successively with 2-fluoro-benzaldehyde (56 mg) and 1 ml of a MeOH-solution containing scrupulously dried ZnCl2 (83 mg) and NaCNBH3 (29 mg). The reaction mixture was stirred for 6 h at 50–55° C., poured onto crashed ice and extracted two times with ethyl acetate. The combined organic layers were washed with water and brine and dried over magnesium sulfate. The ... Reactants: CCOC(=O)NN1CCc2ccccc2C(Oc2ccc(C(F)(F)F)cc2)C1, CC(C)(C)[O-], COS(=O)(=O)OC, [K+], C1CCOC1, O. The product is CCOC(=O)N(C)N1CCc2ccccc2C(Oc2ccc(C(F)(F)F)cc2)C1. Reaction SMILES: [CH2:7]([CH3:8])[O:9][C:10]([NH:11][N:12]1[CH2:13][CH2:14][c:15]2[c:16]([cH:30][cH:31][cH:32][cH:33]2)[CH:17]([O:19][c:20]2[cH:21][cH:22][c:23]([C:26]([F:27])([F:28])[F:29])[cH:24][cH:25]2)[CH2:18]1)=[O:34].[CH3:1][C:2]([CH3:3])([O-:4])[CH3:5].[CH3:35][O:36][S:37]([O:38][CH3:39])(=[O:40])=[O:41].[K+:6].[O:43]1[CH2:44][CH2:45][CH2:46][CH2:47]1.[OH2:42]>>[CH3:1][N:11]([C:10]([O:9][CH2:7][CH3:8])=[O:34])[N:12]1[CH2:13][CH2:14][c:15]2[c:16]([cH:30][cH:31][cH:32][cH:33]2)[CH:17]([O:19][c:20]2[cH:21][cH:22][c:23]([C:26]([F:27])([F:28])[F:29])[cH:24][cH:25]2)[CH2:18]1. The reactants are NC1=NC(=C(C=C1)Br)C(F)(F)F (2-amino-5-bromo-6-trifluoromethylpyridine), N1(CCOCC1)S(=O)(=O)C1=CC=C(C=C1)S (4-(N -morpholinylsulfonyl)thiophenol), ClC1=C(C=CC(=C1)Cl)S(=O)(=O)Cl (2,4-dichlorophenylsulfonyl chloride). The product is ClC1=C(C=CC(=C1)Cl)S(=O)(=O)NC1=NC(=C(C=C1)SC1=CC=C(C=C1)S(=O)(=O)N1CCOCC1)C(F)(F)F (2,4-Dichloro-N-{5-[4-(morpholine-4-sulfonyl)-phenylsulfanyl]-6-trifluoromethyl-pyridin-2-yl}-benzenesulfonamide). As a reaction SMILES: [NH2:1][C:2]1[CH:7]=[CH:6][C:5](Br)=[C:4]([C:9]([F:12])([F:11])[F:10])[N:3]=1.[N:13]1([S:19]([C:22]2[CH:27]=[CH:26][C:25]([SH:28])=[CH:24][CH:23]=2)(=[O:21])=[O:20])[CH2:18][CH2:17][O:16][CH2:15][CH2:14]1.[Cl:29][C:30]1[CH:35]=[C:34]([Cl:36])[CH:33]=[CH:32][C:31]=1[S:37](Cl)(=[O:39])=[O:38]>>[Cl:29][C:30]1[CH:35]=[C:34]([Cl:36])[CH:33]=[CH:32][C:31]=1[S:37]([NH:1][C:2]1[CH:7]=[CH:6][C:5]([S:28][C:25]2[CH:24]=[CH:23][C:22]([S:19]([N:13]3[CH2:14][CH2:15][O:16][CH2:17][CH2:18]3)(=[O:21])=[O:20])=[CH:27][CH:26]=2)=[C:4]([C:9]([F:12])([F:11])[F:10])[N:3]=1)(=[O:39])=[O:38]. Procedure: Prepared from 2-amino-5-bromo-6-trifluoromethylpyridine and 4-(N -morpholinylsulfonyl)thiophenol according to General Method 11 step 1 followed by reaction with 2,4-dichlorophenylsulfonyl chloride according to General Method 11 step 2. 1H NMR (CDCl3): 8.10 (1 H, d, J 10 Hz, A-ring CH ortho to SO2NH), 7.62 & 7.35 (2×1 H, 2×d, 2×J 10 Hz, pyridyl CH's), 7.56 & 7.18 (2×2 H, 2×d, 2×J 10 Hz, C-ring CH's), 7.45 (1 H, s, A ring CH ortho to 2×Cl), 7.20 (1 H, d, J 10 Hz, A-ring CH ortho to Cl), 3.71-3.63 ... Reactants: COC(=O)c1cc(Cl)c(Cl)cc1NC(=O)C(C)c1ccccc1, C[Si](C)(C)[N-][Si](C)(C)C, CCOC(C)=O, [Li+]. Yields the product CC1(c2ccccc2)C(=O)Nc2cc(Cl)c(Cl)cc2C1=O. RXN SMILES: [CH3:1][O:2][C:3]([c:4]1[c:5]([NH:12][C:13]([CH:14]([CH3:15])[c:16]2[cH:17][cH:18][cH:19][cH:20][cH:21]2)=[O:22])[cH:6][c:7]([Cl:11])[c:8]([Cl:10])[cH:9]1)=[O:23].[CH3:25][Si:26]([N-:27][Si:28]([CH3:29])([CH3:30])[CH3:31])([CH3:32])[CH3:33].[CH3:34][CH2:35][O:36][C:37]([CH3:38])=[O:39].[Li+:24]>>[C:3]1(=[O:23])[c:4]2[c:5]([cH:6][c:7]([Cl:11])[c:8]([Cl:10])[cH:9]2)[NH:12][C:13](=[O:22])[C:14]1([CH3:15])[c:16]1[cH:17][cH:18][cH:19][cH:20][cH:21]1. The reactants are CCN=C=NCCCN(C)C (WSC), C(C)NC(=O)C1=CC=C(C=C1)N1N=NC(=C1CC(C)C)C(=O)O (1-{4-[(Ethylamino)carbonyl]phenyl}-5-isobutyl-1H-1,2,3-triazole-4-carboxylic acid), C=1C=CC2=C(C1)N=NN2O (HOBt), C1(CC1)N (cyclopropylamine). The solvent is C(C)#N.CN(C)C=O (acetonitrile DMF). Run at time 2 hour. Yields the product C1(CC1)NC(=O)C=1N=NN(C1CC(C)C)C1=CC=C(C=C1)C(=O)NCC (N-cyclopropyl-1-{4-[(ethylamino)carbonyl]phenyl}-5-isobutyl-1H-1,2,3-triazole-4-carboxamide). The yield is 194.8%. As a reaction SMILES: [CH2:1]([NH:3][C:4]([C:6]1[CH:11]=[CH:10][C:9]([N:12]2[C:16]([CH2:17][CH:18]([CH3:20])[CH3:19])=[C:15]([C:21]([OH:23])=O)[N:14]=[N:13]2)=[CH:8][CH:7]=1)=[O:5])[CH3:2].C1C=C[C:27]2N(O)N=[N:30][C:28]=2[CH:29]=1.C1(N)CC1.CCN=C=NCCCN(C)C>C(#N)C.CN(C=O)C>[CH:28]1([NH:30][C:21]([C:15]2[N:14]=[N:13][N:12]([C:9]3[CH:8]=[CH:7][C:6]([C:4]([NH:3][CH2:1][CH3:2])=[O:5])=[CH:11][CH:10]=3)[C:16]=2[CH2:17][CH:18]([CH3:20])[CH3:19])=[O:23])[CH2:29][CH2:27]1 |f:4.5|. Procedure: 1-{4-[(Ethylamino)carbonyl]phenyl}-5-isobutyl-1H-1,2,3-triazole-4-carboxylic acid (510 mg, 1.61 mmol) obtained in Example 93b), HOBt (110 mg, 0.806 mmol, 0.5 eq.) and cyclopropylamine (0.150 ml, 2.10 mmol, 1.3 eq.) were dissolved in acetonitrile-DMF (2:1, 8.0 ml), WSC (378 mg, 1.93 mmol, 1.2 eq.) was added, and the mixture was stirred at room temperature for 2 hr. The reaction mixture was concentrated, and the residue was diluted with ethyl acetate-hexane (4:1, 50 ml) and washed with 2% aqueous ... The reactants are O=C(n1ccnc1)n1ccnc1, CC(=O)Nc1nc(C(=O)O)cs1, CN(C)C=O, CCOC(C)=O, CC(C)(C)OC(=O)NNC(=O)OCCc1ccc(O)cc1, O. Yields the product CC(=O)Nc1nc(C(=O)Oc2ccc(CCOC(=O)NNC(=O)OC(C)(C)C)cc2)cs1. As a reaction SMILES: [C:13]([n:14]1[cH:15][cH:16][n:17][cH:18]1)([n:19]1[cH:20][cH:21][n:22][cH:23]1)=[O:24].[C:1]([CH3:2])(=[O:3])[NH:4][c:5]1[s:6][cH:7][c:8]([C:10](=[O:11])[OH:12])[n:9]1.[CH3:47][N:48]([CH3:49])[CH:50]=[O:51].[CH3:52][CH2:53][O:54][C:55](=[O:56])[CH3:57].[NH:25]([NH:26][C:27](=[O:28])[O:29][CH2:30][CH2:31][c:32]1[cH:33][cH:34][c:35]([OH:38])[cH:36][cH:37]1)[C:39](=[O:40])[O:41][C:42]([CH3:43])([CH3:44])[CH3:45].[OH2:46]>>[C:1]([CH3:2])(=[O:3])[NH:4][c:5]1[s:6][cH:7][c:8]([C:10]([O:11][c:35]2[cH:34][cH:33][c:32]([CH2:31][CH2:30][O:29][C:27]([NH:26][NH:25][C:39](=[O:40])[O:41][C:42]([CH3:43])([CH3:44])[CH3:45])=[O:28])[cH:37][cH:36]2)=[O:12])[n:9]1.